Dataset: the Open Reaction Database (ORD), a public repository of structured organic reaction records. Task: describe an organic reaction: reactants, conditions, products, and yield The reactants are C1CCOC1, CCOC(=O)c1ccc(N2C(=O)COCC2C)c(Cl)c1, [Li+], [OH-], O. Product: CC1COCC(=O)N1c1ccc(C(=O)O)cc1Cl. RXN SMILES: [CH2:23]1[O:24][CH2:25][CH2:26][CH2:27]1.[Cl:1][c:2]1[cH:3][c:4]([C:5](=[O:6])[O:7][CH2:8][CH3:9])[cH:10][cH:11][c:12]1[N:13]1[C:14](=[O:20])[CH2:15][O:16][CH2:17][CH:18]1[CH3:19].[Li+:21].[OH-:22].[OH2:28]>>[Cl:1][c:2]1[cH:3][c:4]([C:5](=[O:6])[OH:7])[cH:10][cH:11][c:12]1[N:13]1[C:14](=[O:20])[CH2:15][O:16][CH2:17][CH:18]1[CH3:19]. Yields the product CC(C)(C)OC(=O)CCC(C#N)NC(=O)OCc1ccccc1. The reactants are CC(C)(C)OC(=O)CCC(NC(=O)OCc1ccccc1)C(N)=O, ClCCl, O, O=P(Cl)(Cl)Cl, c1ccncc1. Reaction SMILES: [CH2:6]([c:7]1[cH:8][cH:9][cH:10][cH:11][cH:12]1)[O:13][C:14](=[O:15])[NH:16][CH:17]([CH2:18][CH2:19][C:20](=[O:21])[O:22][C:23]([CH3:24])([CH3:25])[CH3:26])[C:27]([NH2:28])=[O:29].[Cl:31][CH2:32][Cl:33].[OH2:30].[P:1]([Cl:2])([Cl:3])([Cl:4])=[O:5].[cH:34]1[cH:35][cH:36][n:37][cH:38][cH:39]1>>[CH2:6]([c:7]1[cH:8][cH:9][cH:10][cH:11][cH:12]1)[O:13][C:14](=[O:15])[NH:16][CH:17]([CH2:18][CH2:19][C:20](=[O:21])[O:22][C:23]([CH3:24])([CH3:25])[CH3:26])[C:27]#[N:28]. Reactants: BrC1=CC(=C(NC)C=C1)[N+](=O)[O-] (4-Bromo-N-methyl-2-nitroaniline), [O-]P(=O)([O-])[O-].[K+].[K+].[K+] (K3PO4), [N+](=O)([O-])C1=C(N)C=CC(=C1)B1OC(C(O1)(C)C)(C)C (2-nitro-4-(4,4,5,5-tetramethyl-1,3,2-dioxaborolan-2-yl)aniline), C1(=C(C=CC=C1)P(C1CCCCC1)C1CCCCC1)C1=CC=CC=C1 (biphenyl-2-yldicyclohexylphosphine). The solvent is COCCOC.O (DME H2O). Run at temperature 130 celsius. The product is CNC1=C(C=C(C=C1)C1=CC(=C(C=C1)N)[N+](=O)[O-])[N+](=O)[O-] (N4-Methyl-3,3′-dinitrobiphenyl-4,4′-diamine). Yield: 169.4%. RXN SMILES: Br[C:2]1[CH:9]=[CH:8][C:5]([NH:6][CH3:7])=[C:4]([N+:10]([O-:12])=[O:11])[CH:3]=1.[N+:13]([C:16]1[CH:22]=[C:21](B2OC(C)(C)C(C)(C)O2)[CH:20]=[CH:19][C:17]=1[NH2:18])([O-:15])=[O:14].C1(C2C=CC=CC=2)C=CC=CC=1P(C1CCCCC1)C1CCCCC1.[O-]P([O-])([O-])=O.[K+].[K+].[K+]>COCCOC.O>[CH3:7][NH:6][C:5]1[CH:8]=[CH:9][C:2]([C:21]2[CH:20]=[CH:19][C:17]([NH2:18])=[C:16]([N+:13]([O-:15])=[O:14])[CH:22]=2)=[CH:3][C:4]=1[N+:10]([O-:12])=[O:11] |f:3.4.5.6,7.8|. Reported procedure: 4-Bromo-N-methyl-2-nitroaniline (100 mg, 0.43 mmol), 2-nitro-4-(4,4,5,5-tetramethyl-1,3,2-dioxaborolan-2-yl)aniline (115 mg, 0.43 mmol), biphenyl-2-yldicyclohexylphosphine (30 mg, 20 mol %) and K3PO4 (275 mg, 1.3 mmol) were suspended in DME-H2O (4:1, 5 mL), the mixture was purged with nitrogen then degassed by sonication. Pd(OAc)2 (5 mg, 5 mol %) was added, and the mixture heated to 130° C. for 10 min under microwave irradiation. The cooled mixture was diluted with EtOAc and H2O. The organics we... Reactants: [OH-].[K+] (Potassium hydroxide), CC1(C(C2=CC=CC(=C2C1)O)N1CCCCC1)C (2,2-Dimethyl-4-hydroxy-1-(1-piperidinyl)indan), BrCCCBr (1,3-Dibromopropane). The reagents and catalysts are [Cl-].C(CCC)[N+](CCCC)(CCCC)CCCC (tetrabutyl ammonium chloride). Run in C(Cl)Cl (methylene chloride), C(Cl)Cl (methylene chloride). Reaction conditions: time 30 minute. Yields the product BrCCCOC1=C2CC(C(C2=CC=C1)N1CCCCC1)(C)C (4-(3-Bromopropoxy)-2,2-dimethyl-1-(1-piperidinyl)indan). Reaction SMILES: [OH-].[K+].[CH3:3][C:4]1([CH3:20])[CH2:12][C:11]2[C:6](=[CH:7][CH:8]=[CH:9][C:10]=2[OH:13])[CH:5]1[N:14]1[CH2:19][CH2:18][CH2:17][CH2:16][CH2:15]1.[Br:21][CH2:22][CH2:23][CH2:24]Br>C(Cl)Cl.[Cl-].C([N+](CCCC)(CCCC)CCCC)CCC>[Br:21][CH2:22][CH2:23][CH2:24][O:13][C:10]1[CH:9]=[CH:8][CH:7]=[C:6]2[C:11]=1[CH2:12][C:4]([CH3:20])([CH3:3])[CH:5]2[N:14]1[CH2:19][CH2:18][CH2:17][CH2:16][CH2:15]1 |f:0.1,5.6|. Procedure: Potassium hydroxide (1.44 g) is added to a stirred solution of the 4-hydroxy compound of Step 4. above (5 g) in methylene chloride (44 ml) and stirring is continued under N2 for 30 min. 1,3-Dibromopropane (20.7 ml) and tetrabutyl ammonium chloride (0.63 g) are added and the mixture is stirred at RT for about 70 hours. The reaction mixture is diluted with methylene chloride, washed with H2O, dried, filtered and the filtrate evaporated in vacuo. The residue is chromatographed (silica gel, hexane/e... Reactants: [OH-].[Na+] (NaOH), ice, [H-].[H-].[H-].[H-].[Li+].[Al+3] (LiAlH4), N#N (N2), ice, C(C)OC(=O)C=1N=C(OC1)C1(OCCO1)C (2-(2-methyl-[1,3]dioxolan-2-yl)-oxazole-4-carboxylic acid ethyl ester). Run in O (water), O (Water), C1CCOC1 (THF). Conditions: temperature 0 celsius. The product is CC1(OCCO1)C=1OC=C(N1)CO ((2-(2-Methyl-[1,3]dioxolan-2-yl)oxazol-4-yl)methanol). Reaction SMILES: N#N.C([O:5][C:6]([C:8]1[N:9]=[C:10]([C:13]2([CH3:18])[O:17][CH2:16][CH2:15][O:14]2)[O:11][CH:12]=1)=O)C.[H-].[H-].[H-].[H-].[Li+].[Al+3].[OH-].[Na+]>C1COCC1.O>[CH3:18][C:13]1([C:10]2[O:11][CH:12]=[C:8]([CH2:6][OH:5])[N:9]=2)[O:17][CH2:16][CH2:15][O:14]1 |f:2.3.4.5.6.7,8.9|. Reported procedure: In a flame dried round-bottomed flask equipped with a magnetic stir bar and under inert atmosphere (N2), to an ice-cold solution of 2-(2-methyl-[1,3]dioxolan-2-yl)-oxazole-4-carboxylic acid ethyl ester (5.05 g, 22.2 mmol) in dry THF (80 mL) was added an ice-cold solution of LiAlH4 (1.0 M in THF, 24.7 mL, 24.7 mmol). The reaction mixture was stirred at 0° C. until completion of the reaction. Water (2.0 mL) was carefully added at 0° C. followed by aq. 1 M NaOH (2.0 mL) and water (2.0 mL). The resu... Starting materials: carboxylate, C(C=C)(=O)O (acrylic acid), anhydride, C(C1=CC=CC=C1)(=O)Cl (benzoyl chloride), anhydride, C(C1=CC=CC=C1)(=O)Cl (benzoyl chloride). Yields the product C(C=C)(=O)OC(C=C)=O (acrylic anhydride). Reaction SMILES: [C:1](Cl)(=[O:8])[C:2]1[CH:7]=CC=CC=1.[C:10]([OH:14])(=[O:13])[CH:11]=[CH2:12]>>[C:10]([O:14][C:1](=[O:8])[CH:2]=[CH2:7])(=[O:13])[CH:11]=[CH2:12]. Procedure: Moreover, in the case of benzoyl chloride, the resulting mixed anhydride is more reactive than benzoyl chloride. Thus, the carboxylate ion of acrylic acid preferentially reacts with the mixed anhydride to give acrylic anhydride and the benzoate ion, which subsequently reacts with unreacted benzoyl chloride to give benzoic anhydride, according to reaction scheme I.